This data is from the Open Reaction Database (ORD), a public repository of structured organic reaction records. The task is: describe an organic reaction: reactants, conditions, products, and yield The reactants are C1(=CC=CC=C1)O (phenol), COCCl (chloromethyl methyl ether), C(C)(C)N(CC)C(C)C (diisopropylethylamine). The solvent is C(Cl)Cl (methylene chloride). Run at time 12 hour. Yields the product COCOC1=CC=CC=C1 (methoxymethoxybenzene). The yield is 81.7%. RXN SMILES: [C:1]1([OH:7])[CH:6]=[CH:5][CH:4]=[CH:3][CH:2]=1.[CH3:8][O:9][CH2:10]Cl.C(N(C(C)C)CC)(C)C>C(Cl)Cl>[CH3:8][O:9][CH2:10][O:7][C:1]1[CH:6]=[CH:5][CH:4]=[CH:3][CH:2]=1. Procedure: Under an ice bath, about 200 g of phenol and about 256 g of chloromethyl methyl ether were mixed and stirred in about 2 L of methylene chloride (MC), and about 740 ml of diisopropylethylamine (DIPEA) was gradually dropped. Next, the ice bath was removed and a temperature was increased, and then a synthesis reaction (see Equation 1 below) was performed while stirring for about 12 hours at room temperature. Next, distilled water was added in a reaction mixed liquid to complete the synthesis reacti... Starting materials: resultant mixture, C(C)P([O-])(=O)CC.[Na+] (sodium diethylphosphinate), [OH-].[Al+3].[OH-].[OH-] (aluminum hydroxide). The solvent is C(C)(=O)O (acetic acid). Product: C(C)P([O-])(=O)CC.[Al+3].C(C)P([O-])(=O)CC.C(C)P([O-])(=O)CC (Aluminum Diethylphosphinate). RXN SMILES: [CH2:1]([P:3]([CH2:6][CH3:7])(=[O:5])[O-:4])[CH3:2].[Na+].[OH-].[Al+3:10].[OH-].[OH-]>C(O)(=O)C>[CH2:1]([P:3]([CH2:6][CH3:7])(=[O:4])[O-:5])[CH3:2].[Al+3:10].[CH2:1]([P:3]([CH2:6][CH3:7])(=[O:4])[O-:5])[CH3:2].[CH2:1]([P:3]([CH2:6][CH3:7])(=[O:4])[O-:5])[CH3:2] |f:0.1,2.3.4.5,7.8.9.10|. Reported procedure: 800 g of the resultant mixture composed mainly of sodium diethylphosphinate were dissolved in 2500 ml of acetic acid, and 38 g (0.48 mol) of aluminum hydroxide were then added. The mixture was then heated at reflux for about 4 hours, cooled, and filtered. The resultant solid was washed first with 1 liter of glacial acetic acid, then with 1 liter of distilled water, and finally with 500 ml of acetone, and then vacuum-dried at 130° C. Yield: 183 g (92% of theory). Starting materials: CC1=CC(OCc2ccccc2)C(O)C(C)(C)CC1=O, CO, CCOC(C)=O, O=S(=O)(O)O. Product: COC12CC(C)(C)C(O1)C(OCc1ccccc1)C=C2C. As a reaction SMILES: [CH2:1]([c:2]1[cH:3][cH:4][cH:5][cH:6][cH:7]1)[O:8][CH:9]1[CH:10]=[C:11]([CH3:20])[C:12](=[O:19])[CH2:13][C:14]([CH3:17])([CH3:18])[CH:15]1[OH:16].[CH3:21][OH:22].[CH3:28][CH2:29][O:30][C:31](=[O:32])[CH3:33].[S:23](=[O:24])(=[O:25])([OH:26])[OH:27]>>[CH2:1]([c:2]1[cH:3][cH:4][cH:5][cH:6][cH:7]1)[O:8][CH:9]1[CH:10]=[C:11]([CH3:20])[C:12]2([O:19][CH3:21])[CH2:13][C:14]([CH3:17])([CH3:18])[CH:15]1[O:16]2. Reactants: C=CC(C)(C)c1cc(Br)c(OC)cc1Cl, C1CCOC1, [Li]CCCC, CN(C)C=O. The product is C=CC(C)(C)c1cc(C=O)c(OC)cc1Cl. RXN SMILES: [Br:1][c:2]1[c:3]([O:14][CH3:15])[cH:4][c:5]([Cl:13])[c:6]([C:8]([CH:9]=[CH2:10])([CH3:11])[CH3:12])[cH:7]1.[CH2:26]1[O:27][CH2:28][CH2:29][CH2:30]1.[CH3:16][CH2:17][CH2:18][CH2:19][Li:20].[O:21]=[CH:22][N:23]([CH3:24])[CH3:25]>>[c:2]1([CH:22]=[O:21])[c:3]([O:14][CH3:15])[cH:4][c:5]([Cl:13])[c:6]([C:8]([CH:9]=[CH2:10])([CH3:11])[CH3:12])[cH:7]1.